Dataset: the Open Reaction Database (ORD), a public repository of structured organic reaction records. Task: describe an organic reaction: reactants, conditions, products, and yield Reactants: CC(C)(C)CCCCCC(=O)O, O=S(Cl)Cl, c1ccccc1. The product is CC(C)(C)CCCCCC(=O)O, [Cl-]. RXN SMILES: [C:1]([CH2:2][CH2:3][CH2:4][CH2:5][CH2:6][C:7]([CH3:8])([CH3:9])[CH3:10])(=[O:11])[OH:12].[S:13]([Cl:14])([Cl:15])=[O:16].[cH:17]1[cH:18][cH:19][cH:20][cH:21][cH:22]1>>[C:1]([CH2:2][CH2:3][CH2:4][CH2:5][CH2:6][C:7]([CH3:8])([CH3:9])[CH3:10])(=[O:11])[OH:12].[Cl-:15]. Starting materials: CC=1NC(=C(C1CC)C)C(=O)OCC (2,4-Dimethyl-3-ethyl-5-carbethoxy-pyrrole), C=O (paraformaldehyde). Yields the product C(C)C1=C(NC(=C1C)C)C (3-ethyl-2,4,5-trimethyl-pyrrole). Reaction SMILES: [CH3:1][C:2]1[NH:3][C:4]([C:10](OCC)=O)=[C:5]([CH3:9])[C:6]=1[CH2:7][CH3:8].C=O>>[CH2:7]([C:6]1[C:5]([CH3:9])=[C:4]([CH3:10])[NH:3][C:2]=1[CH3:1])[CH3:8]. Reported procedure: 2,4-Dimethyl-3-ethyl-5-carbethoxy-pyrrole was reductively alkylated with paraformaldehyde to yield 3-ethyl-2,4,5-trimethyl-pyrrole. ##STR85##